Dataset: the Open Reaction Database (ORD), a public repository of structured organic reaction records. Task: describe an organic reaction: reactants, conditions, products, and yield The reactants are O.ON1N=NC2=C1C=CC=C2 (1-hydroxybenzotriazole monohydrate), CC(C)([O-])C.[K+] (potassium tert-butoxide), CN1N=CC=C1C(=O)O (1-methyl-1H-pyrazol-5-carboxylic acid), Cl.C(C)N=C=NCCCN(C)C (1-ethyl-3-(3-dimethylaminopropyl)carbodiimide hydrochloride), ON=C(N)C1=CC=C(C=C1)C(F)(F)F (N′-hydroxy-4-(trifluoromethyl)benzene carboximidamide). Solvent: O (water), O1CCCC1 (tetrahydrofuran), O1CCCC1 (tetrahydrofuran). Conditions: time 16 hour. The product is CN1N=CC=C1C1=NC(=NO1)C1=CC=C(C=C1)C(F)(F)F (5-(1-Methyl-1H-pyrazol-5-yl)-3-[4-(trifluoromethyl)phenyl]-1,2,4-oxadiazole). Yield: 29.8%. As a reaction SMILES: [OH:1][N:2]=[C:3]([C:5]1[CH:10]=[CH:9][C:8]([C:11]([F:14])([F:13])[F:12])=[CH:7][CH:6]=1)[NH2:4].[CH3:15][N:16]1[C:20]([C:21](O)=O)=[CH:19][CH:18]=[N:17]1.Cl.C(N=C=NCCCN(C)C)C.O.ON1C2C=CC=CC=2N=N1.CC(C)([O-])C.[K+]>O.O1CCCC1>[CH3:15][N:16]1[C:20]([C:21]2[O:1][N:2]=[C:3]([C:5]3[CH:6]=[CH:7][C:8]([C:11]([F:13])([F:12])[F:14])=[CH:9][CH:10]=3)[N:4]=2)=[CH:19][CH:18]=[N:17]1 |f:2.3,4.5,6.7|. Procedure: N′-hydroxy-4-(trifluoromethyl)benzene carboximidamide (450 mg) was added to a tetrahydrofuran (8.8 mL) suspension that contained 1-methyl-1H-pyrazol-5-carboxylic acid (450 mg), 1-ethyl-3-(3-dimethylaminopropyl)carbodiimide hydrochloride (465 mg) and 1-hydroxybenzotriazole monohydrate (328 mg) at a room temperature, and the obtained solution was then stirred for 16 hours. Thereafter, potassium tert-butoxide (1.11 g) and tetrahydrofuran (4.4 mL) were added to the reaction solution, and the obtaine... Starting materials: ClC=1C=CC(=C(C1)S(=O)(=O)NC=1C=C(C(=O)NC2=CC=C(C(=O)O)C=C2)C=C(C1OC)OC)OC (4-[3-(5-Chloro-2-methoxy-benzenesulfonylamino)-4,5-dimethoxy-benzoylamino]-benzoic acid), ClC=1C=CC(=C(C1)S(=O)(=O)Cl)OC (5-chloro-2-methoxy-benzenesulfonyl chloride). Product: C(C)OC(C1=CC=C(C=C1)NC(C1=CC(=C(C(=C1)OC)OC)NS(=O)(=O)C1=C(C=CC(=C1)Cl)OC)=O)=O (4-[3-(5-chloro-2-methoxy-benzenesulfonylamino)-4,5-dimethoxy-benzoylamino]-benzoic acid ethyl ester). As a reaction SMILES: [Cl:1][C:2]1[CH:3]=[CH:4][C:5]([O:34][CH3:35])=[C:6]([S:8]([NH:11][C:12]2[CH:13]=[C:14]([CH:27]=[C:28]([O:32][CH3:33])[C:29]=2[O:30][CH3:31])[C:15]([NH:17][C:18]2[CH:26]=[CH:25][C:21]([C:22]([OH:24])=[O:23])=[CH:20][CH:19]=2)=[O:16])(=[O:10])=[O:9])[CH:7]=1.Cl[C:37]1C=CC(OC)=C(S(Cl)(=O)=O)[CH:42]=1>>[CH2:37]([O:23][C:22](=[O:24])[C:21]1[CH:20]=[CH:19][C:18]([NH:17][C:15](=[O:16])[C:14]2[CH:27]=[C:28]([O:32][CH3:33])[C:29]([O:30][CH3:31])=[C:12]([NH:11][S:8]([C:6]3[CH:7]=[C:2]([Cl:1])[CH:3]=[CH:4][C:5]=3[O:34][CH3:35])(=[O:9])=[O:10])[CH:13]=2)=[CH:26][CH:25]=1)[CH3:42]. Procedure: 4-[3-(5-Chloro-2-methoxy-benzenesulfonylamino)-4,5-dimethoxy-benzoylamino]-benzoic acid, MS (ISP): m/e=519.2 (M−H), was prepared in analogy to example 31, steps A to D. Step C was performed using 5-chloro-2-methoxy-benzenesulfonyl chloride and yielded 4-[3-(5-chloro-2-methoxy-benzenesulfonylamino)-4,5-dimethoxy-benzoylamino]-benzoic acid ethyl ester, which was hydrolyzed in step D Reactants: NC1=C(N=C(N1C)S)C(=O)OCC (ethyl 5-amino-2-mercapto-1-methylimidazole-4-carboxylate). Reagents/catalysts: [Ni] (Raney nickel), [Ni] (Raney nickel). Solvent: C(C)O (ethanol). Conditions: time 2 hour. Yields the product NC1=C(N=CN1C)C(=O)OCC (Ethyl 5-amino-1-methylimidazole-4-carboxylate). Isolated yield 95.8%. As a reaction SMILES: [NH2:1][C:2]1[N:6]([CH3:7])[C:5](S)=[N:4][C:3]=1[C:9]([O:11][CH2:12][CH3:13])=[O:10]>[Ni].C(O)C>[NH2:1][C:2]1[N:6]([CH3:7])[CH:5]=[N:4][C:3]=1[C:9]([O:11][CH2:12][CH3:13])=[O:10]. Procedure: A solution of ethyl 5-amino-2-mercapto-1-methylimidazole-4-carboxylate (1.0 g, 5.0 mmol), prepared by the method of Cook, Downer, and Heilbron, J. Chem. Soc. 2028.(1948), and W-2 Raney nickel (2 mL, 50% slurry in water)in ethanol (20 mL) were agitated in an ultrasonic cleaning bath at 50° C. for 1 hour. Sonication was continued for an additional 2 hours at 55° C. adding additional Raney nickel (ca 2 mL, 50% in water) every hour. Filtration followed by evaporation under reduced pressure afforded ... Run at temperature 90 celsius, time 8 hour. The solvent is C1CCOC1 (THF), C(C)(=O)OCC (Ethyl acetate). Product: COC=1C=C(C=C(C1OC)OC)C=1C=C(C(=O)OCC)C=CN1 (Ethyl 2-(3,4,5-Trimethoxyphenyl)isonicotinate). The reagents and catalysts are [Pd].C1(=CC=CC=C1)P(C1=CC=CC=C1)C1=CC=CC=C1.C1(=CC=CC=C1)P(C1=CC=CC=C1)C1=CC=CC=C1.C1(=CC=CC=C1)P(C1=CC=CC=C1)C1=CC=CC=C1.C1(=CC=CC=C1)P(C1=CC=CC=C1)C1=CC=CC=C1 (tetrakis(triphenyl phosphine) palladium(0)). The reactants are suspension, C([O-])([O-])=O.[Na+].[Na+] (sodium carbonate), COC=1C=C(C=C(C1OC)OC)B(O)O (3,4,5-Trimethoxyphenylboronic acid), ClC=1C=C(C(=O)OCC)C=CN1 (ethyl 2-chloroisonicotinate), C1(=CC=CC=C1)C (toluene). RXN SMILES: [CH3:1][O:2][C:3]1[CH:4]=[C:5](B(O)O)[CH:6]=[C:7]([O:11][CH3:12])[C:8]=1[O:9][CH3:10].Cl[C:17]1[CH:18]=[C:19]([CH:25]=[CH:26][N:27]=1)[C:20]([O:22][CH2:23][CH3:24])=[O:21].C1(C)C=CC=CC=1.C(=O)([O-])[O-].[Na+].[Na+]>[Pd].C1(P(C2C=CC=CC=2)C2C=CC=CC=2)C=CC=CC=1.C1(P(C2C=CC=CC=2)C2C=CC=CC=2)C=CC=CC=1.C1(P(C2C=CC=CC=2)C2C=CC=CC=2)C=CC=CC=1.C1(P(C2C=CC=CC=2)C2C=CC=CC=2)C=CC=CC=1.C(OCC)(=O)C.C1COCC1>[CH3:1][O:2][C:3]1[CH:4]=[C:5]([C:17]2[CH:18]=[C:19]([CH:25]=[CH:26][N:27]=2)[C:20]([O:22][CH2:23][CH3:24])=[O:21])[CH:6]=[C:7]([O:11][CH3:12])[C:8]=1[O:9][CH3:10] |f:3.4.5,6.7.8.9.10|. Procedure details: 3,4,5-Trimethoxyphenylboronic acid (20.10 g) and ethyl 2-chloroisonicotinate (18.56 g) were suspended in a mixted solvent of toluene (200 mL) and THF (100 mL), and to the suspension 2 M sodium carbonate (200 mL) and tetrakis(triphenyl phosphine) palladium(0) (5.78 g) were added. The mixture was stirred at 90° C. overnight under an argon atmosphere. Ethyl acetate was added to the reaction mixture to separate an organic layer. The organic layer was washed with brine, dried over anhydrous sodium ma... Run in C(Cl)(Cl)Cl (chloroform). The reactants are N1C(CCCC2=C1C=CC=C2)=O (2,3,4,5-tetrahydro-1H-[1]-benzazepin-2-one), P(Cl)(Cl)(Cl)(Cl)Cl (phosphorus pentachloride), BrBr (bromine), II (iodine). Reported procedure: To a solution of 2,3,4,5-tetrahydro-1H-[1]-benzazepin-2-one (2.5 g) in chloroform (30 ml), phosphorus pentachloride (3.2 g) was added in portions, while maintaining the temperature at 0°-5°. When the addition was complete, iodine (30 mg) was added followed by bromine (2.5 g), which was added dropwise over 5 minutes. The mixture was then refluxed for 4 hours. The chloroform solution was evaporated and the residue was partitioned between ice-water (30 ml) and dichloromethane (75 ml). The organic p... As a reaction SMILES: [NH:1]1[C:7]2[CH:8]=[CH:9][CH:10]=[CH:11][C:6]=2[CH2:5][CH2:4][CH2:3][C:2]1=[O:12].P(Cl)(Cl)(Cl)(Cl)Cl.II.[Br:21]Br>C(Cl)(Cl)Cl>[Br:21][CH:3]1[CH2:4][CH2:5][C:6]2[CH:11]=[CH:10][CH:9]=[CH:8][C:7]=2[NH:1][C:2]1=[O:12]. The product is BrC1C(NC2=C(CC1)C=CC=C2)=O (3-bromo-2,3,4,5-tetrahydro-1H-[1]-benzazepin-2-one). The reactants are N(=NC(=O)OCC)C(=O)OCC (diethyl azodicarboxylate), C1(=CC=CC=C1)P(C1=CC=CC=C1)C1=CC=CC=C1 (triphenylphosphine), C(=CC)O (propenol), N(=NC(=O)OCC)C(=O)OCC (Diethyl azodicarboxylate), OC=1C=C(C=CC1)C(CC)(OC)C=1SC=CN1 (2-[1-(3 hydroxyphenyl)-1-methoxypropyl]thiazole), C1(=CC=CC=C1)P(C1=CC=CC=C1)C1=CC=CC=C1 (triphenylphosphine), N1=CC(=CC=C1)C=CCO (3-(3-pyridyl)prop-2-en-1-ol). Run in O1CCCC1 (tetrahydrofuran). Reaction conditions: time 2 hour. The product is COC(CC)C=1SC=CN1 (1-methoxypropylthiazole). The yield is 69.4%. As a reaction SMILES: N(C(OCC)=O)=NC(OCC)=O.OC1[CH:15]=[C:16]([C:20]([C:25]2[S:26][CH:27]=[CH:28][N:29]=2)([O:23][CH3:24])CC)C=CC=1.C1(P(C2C=CC=CC=2)C2C=CC=CC=2)C=CC=CC=1.N1C=CC=C(C=CCO)C=1.C(O)=CC>O1CCCC1>[CH3:24][O:23][CH:20]([C:25]1[S:26][CH:27]=[CH:28][N:29]=1)[CH2:16][CH3:15]. Procedure: Diethyl azodicarboxylate (0.38 ml) was added dropwise to a mixture of 2-[1-(3 hydroxyphenyl)-1-methoxypropyl]thiazole (0.37 g), triphenylphosphine (0.57 g), 3-(3-pyridyl)prop-2-en-1-ol (0.27 g) and tetrahydrofuran (7 ml) which had been cooled to 0°-5° C. in an ice-bath. The mixture was stirred at this temperature range for 2 hours and then at ambient temperature for 4 hours. Further portions of diethyl azodicarboxylate (0.1 ml), triphenylphosphine (0.14 g) and the propenol (0.045 g) were added a... The reactants are COc1ccc(C(N)CC(=O)O)cc1OC1CCCC1, COc1ccc(C(N)CC(=O)O)cc1OC. Yields the product COC(=O)CC(N)c1ccc(OC)c(OC2CCCC2)c1. As a reaction SMILES: [NH2:17][CH:18]([CH2:19][C:20](=[O:21])[OH:22])[c:23]1[cH:24][c:25]([O:31][CH:32]2[CH2:33][CH2:34][CH2:35][CH2:36]2)[c:26]([O:29][CH3:30])[cH:27][cH:28]1.[NH2:1][CH:2]([c:3]1[cH:4][cH:5][c:6]([O:7][CH3:8])[c:9]([O:10][CH3:11])[cH:12]1)[CH2:13][C:14]([OH:15])=[O:16]>>[CH3:2][O:22][C:20]([CH2:19][CH:18]([NH2:17])[c:23]1[cH:24][c:25]([O:31][CH:32]2[CH2:33][CH2:34][CH2:35][CH2:36]2)[c:26]([O:29][CH3:30])[cH:27][cH:28]1)=[O:21].